Dataset: the Open Reaction Database (ORD), a public repository of structured organic reaction records. Task: describe an organic reaction: reactants, conditions, products, and yield Starting materials: CCc1ccncc1CC, [NH2-], [Na]. The product is CCc1ccnc(N)c1CC. Reaction SMILES: [CH2:1]([CH3:2])[c:3]1[cH:4][n:5][cH:6][cH:7][c:8]1[CH2:9][CH3:10].[NH2-:12].[Na:11]>>[CH2:1]([CH3:2])[c:3]1[c:4]([NH2:12])[n:5][cH:6][cH:7][c:8]1[CH2:9][CH3:10]. Starting materials: S(O)(O)(=O)=O (sulfuric acid), OC1N(C(N(C1O)C)=O)C (4,5-dihydroxy-1,3-dimethyl-2-imidazolidinone). Run in O (water). Product: CN1C(N(C(C1)=O)C)=O (1,3-dimethylimidazolidin-2,4-dione). The yield is 87.9%. Reaction SMILES: [OH:1][CH:2]1[CH:6](O)[N:5]([CH3:8])[C:4](=[O:9])[N:3]1[CH3:10].S(=O)(=O)(O)O>O>[CH3:8][N:5]1[CH2:6][C:2](=[O:1])[N:3]([CH3:10])[C:4]1=[O:9]. Procedure: In a 30 ml glass vessel equipped with a stirrer, thermometer and a reflux condenser were charged 1.0 g (6.8 mmol) of 4,5-dihydroxy-1,3-dimethyl-2-imidazolidinone synthesized in the same manner as in Reference example A1, 2 ml of water and 0.18 g (1.8 mmol) of 98% sulfuric acid, and the mixture were reacted at 95 to 100° C. for 6 hours. After completion of the reaction, the reaction mixture was analyzed by high-performance liquid chromatography (quantitative value by refractive index detector), t... The reactants are [Al+3], C1CCOC1, CCOC(C)=O, NC(=O)CCc1cccc(C(F)(F)F)c1, [H-], [H-], [H-], [H-], [Li+], [Na+], [OH-]. Product: NCCCc1cccc(C(F)(F)F)c1. Reaction SMILES: [Al+3:17].[CH2:30]1[O:31][CH2:32][CH2:33][CH2:34]1.[CH3:22][CH2:23][O:24][C:25](=[O:26])[CH3:27].[F:1][C:2]([c:3]1[cH:4][c:5]([CH2:9][CH2:10][C:11](=[O:12])[NH2:13])[cH:6][cH:7][cH:8]1)([F:14])[F:15].[H-:16].[H-:19].[H-:20].[H-:21].[Li+:18].[Na+:29].[OH-:28]>>[F:1][C:2]([c:3]1[cH:4][c:5]([CH2:9][CH2:10][CH2:11][NH2:13])[cH:6][cH:7][cH:8]1)([F:14])[F:15].